This data is from the Open Reaction Database (ORD), a public repository of structured organic reaction records. The task is: describe an organic reaction: reactants, conditions, products, and yield Reactants: O, O=[N+]([O-])O, COc1cc(C(C)=O)ccc1O. Yields the product COc1cc(C(C)=O)cc([N+](=O)[O-])c1O. RXN SMILES: [OH2:17].[OH:1][N+:2]([O-:3])=[O:4].[OH:5][c:6]1[c:7]([O:15][CH3:16])[cH:8][c:9]([C:12]([CH3:13])=[O:14])[cH:10][cH:11]1>>[O-:1][N+:2](=[O:4])[c:11]1[c:6]([OH:5])[c:7]([O:15][CH3:16])[cH:8][c:9]([C:12]([CH3:13])=[O:14])[cH:10]1. The reactants are C(C)OC(CC=1N=C(SC1CN)CN1C(CN(CC1)S(=O)(=O)C1=CC2=C(S1)C=C(C=C2)Cl)=O)=O ({5-Aminomethyl-2-[4-(6-chloro-benzo[b]thiophene-2-sulfonyl)-2-oxo-piperazin-1-ylmethyl]-thiazol-4-yl}-acetic acid ethyl ester). Solvent: CCO (EtOH). The product is ClC=1C=CC2=C(SC(=C2)S(=O)(=O)N2CC(N(CC2)CC=2SC=3CNC(CC3N2)=O)=O)C1 (2-[4-(6-chloro-benzo[b]thiophene-2-sulfonyl)-2-oxo-piperazin-1-ylmethyl]-4,7-dihydro-5H-thiazolo[5,4-c]pyridin-6-one). As a reaction SMILES: C([O:3][C:4](=O)[CH2:5][C:6]1[N:7]=[C:8]([CH2:13][N:14]2[CH2:19][CH2:18][N:17]([S:20]([C:23]3[S:27][C:26]4[CH:28]=[C:29]([Cl:32])[CH:30]=[CH:31][C:25]=4[CH:24]=3)(=[O:22])=[O:21])[CH2:16][C:15]2=[O:33])[S:9][C:10]=1[CH2:11][NH2:12])C>CCO>[Cl:32][C:29]1[CH:30]=[CH:31][C:25]2[CH:24]=[C:23]([S:20]([N:17]3[CH2:18][CH2:19][N:14]([CH2:13][C:8]4[S:9][C:10]5[CH2:11][NH:12][C:4](=[O:3])[CH2:5][C:6]=5[N:7]=4)[C:15](=[O:33])[CH2:16]3)(=[O:22])=[O:21])[S:27][C:26]=2[CH:28]=1. Procedure details: {5-Aminomethyl-2-[4-(6-chloro-benzo[b]thiophene-2-sulfonyl)-2-oxo-piperazin-1-ylmethyl]-thiazol-4-yl}-acetic acid ethyl ester (12 mg, 0.02 mmol) is heated in EtOH (3 mL) for 3 days at 70° C. The precipitate which is formed is filtered to provide 2-[4-(6-chloro-benzo[b]thiophene-2-sulfonyl)-2-oxo-piperazin-1-ylmethyl]-4,7-dihydro-5H-thiazolo[5,4-c]pyridin-6-one. 1H NMR (300 MHz, DMSO) δ8.31 (d, 1H), 8.08-8.02 (m, 2H), 7.55 (dd, 1H), 4.67 (s, 2H), 4.36 (s (broad), 2H), 3.84 (s, 2H), 3.60-3.54 (m, ... The reactants are CC(=O)NC1C(NC(=NC(=O)OC(C)(C)C)NC(=O)OC(C)(C)C)C=C(C(=O)OC(c2ccccc2)c2ccccc2)OC1C(O)C(O)CO, O=C(n1ccnc1)n1ccnc1, CC#N. Product: CC(=O)NC1C(NC(=NC(=O)OC(C)(C)C)NC(=O)OC(C)(C)C)C=C(C(=O)OC(c2ccccc2)c2ccccc2)OC1C(O)C1COC(=O)O1. Reaction SMILES: [C:1]([CH3:2])(=[O:3])[NH:4][CH:5]1[CH:6]([CH:45]([CH:46]([CH2:47][OH:48])[OH:49])[OH:50])[O:7][C:8]([C:29](=[O:30])[O:31][CH:32]([c:33]2[cH:34][cH:35][cH:36][cH:37][cH:38]2)[c:39]2[cH:40][cH:41][cH:42][cH:43][cH:44]2)=[CH:9][CH:10]1[NH:11][C:12](=[N:13][C:14](=[O:15])[O:16][C:17]([CH3:18])([CH3:19])[CH3:20])[NH:21][C:22](=[O:23])[O:24][C:25]([CH3:26])([CH3:27])[CH3:28].[C:51](=[O:52])([n:53]1[cH:54][cH:55][n:56][cH:57]1)[n:58]1[cH:59][cH:60][n:61][cH:62]1.[CH3:63][C:64]#[N:65]>>[C:1]([CH3:2])(=[O:3])[NH:4][CH:5]1[CH:6]([CH:45]([CH:46]2[CH2:47][O:48][C:51](=[O:52])[O:49]2)[OH:50])[O:7][C:8]([C:29](=[O:30])[O:31][CH:32]([c:33]2[cH:34][cH:35][cH:36][cH:37][cH:38]2)[c:39]2[cH:40][cH:41][cH:42][cH:43][cH:44]2)=[CH:9][CH:10]1[NH:11][C:12](=[N:13][C:14](=[O:15])[O:16][C:17]([CH3:18])([CH3:19])[CH3:20])[NH:21][C:22](=[O:23])[O:24][C:25]([CH3:26])([CH3:27])[CH3:28]. The reactants are C(#N)C1(C(C1(C)C)C=C(Cl)Cl)C(=O)O (1-Cyano-2-(2,2-dichlorovinyl)-3,3-dimethylcyclopropanecarboxylic acid), N (ammonia). Run in CN(C=O)C (dimethylformamide), O (water). Conditions: temperature 130 celsius, time 18 hour. Yields the product ClC(=CC1C(C1(C)C)C#N)Cl (2-(2,2-dichlorovinyl)-3,3-dimethylcyclopropane nitrile). The yield is 82.0%. Reaction SMILES: [C:1]([C:3]1(C(O)=O)[C:5]([CH3:7])([CH3:6])[CH:4]1[CH:8]=[C:9]([Cl:11])[Cl:10])#[N:2].N>CN(C)C=O.O>[Cl:10][C:9]([Cl:11])=[CH:8][CH:4]1[C:5]([CH3:6])([CH3:7])[CH:3]1[C:1]#[N:2]. Procedure: 1-Cyano-2-(2,2-dichlorovinyl)-3,3-dimethylcyclopropanecarboxylic acid (1.5 g) was dissolved in dimethylformamide (10 ml) and the solution was saturated with gaseous ammonia at 20° C. The solution was then stirred at 130° C. for 18 hours, then diluted with water (150 ml) and extracted with pentane. The extracts were dried (MgSO4) and the solvent was removed under reduced pressure to give the required 2-(2,2-dichlorovinyl)-3,3-dimethylcyclopropane nitrile, yield 82%. Starting materials: [H-].[Na+] (Sodium hydride), N1C(=CC2=CC(=CC=C12)C(=O)O)C(=O)O (1H-indole-2,5-dicarboxylic acid), C(CCCCCCC)Br (octyl bromide). Run in CN(C)C=O (DMF). Product: C(CCCCCCC)N1C(=CC2=CC(=CC=C12)C(=O)O)C(=O)O (1-Octyl-1H-indole-2,5-dicarboxylic acid). Isolated yield 72.5%. Reaction SMILES: [H-].[Na+].[NH:3]1[C:11]2[C:6](=[CH:7][C:8]([C:12]([OH:14])=[O:13])=[CH:9][CH:10]=2)[CH:5]=[C:4]1[C:15]([OH:17])=[O:16].[CH2:18](Br)[CH2:19][CH2:20][CH2:21][CH2:22][CH2:23][CH2:24][CH3:25]>CN(C=O)C>[CH2:18]([N:3]1[C:11]2[C:6](=[CH:7][C:8]([C:12]([OH:14])=[O:13])=[CH:9][CH:10]=2)[CH:5]=[C:4]1[C:15]([OH:17])=[O:16])[CH2:19][CH2:20][CH2:21][CH2:22][CH2:23][CH2:24][CH3:25] |f:0.1|. Reported procedure: Sodium hydride (60% suspension, 125 mg, 5 mmol) was added to a stirred solution of 1H-indole-2,5-dicarboxylic acid (525 mg, 2 mmol) in dry DMF (10 mL) and maintained at ambient temperature for 1 hour. The reaction was cooled to 0° C. and then octyl bromide (1.5 mL, 13 mmol) was added. After 3 days the reaction was quenched by addition of 5% aqueous NH4Cl. The mixture was concentrated to dryness and then purified on a silica gel column using toluene. The product was then dissolved in 30 mL ethano...